From a dataset of the Open Reaction Database (ORD), a public repository of structured organic reaction records. describe an organic reaction: reactants, conditions, products, and yield Solvent: C1CCOC1.CO (THF MeOH). Procedure: A round-bottom flask containing tert-butyl methyl(3-nitrophenyl)carbamate (19) (8.8 g, 34.9 mmol), 10% palladium on charcoal (880 mg), and THF-MeOH (80 mL/80 mL) was evacuated and flushed with hydrogen three times. The mixture was stirred vigorously overnight under an atmosphere of hydrogen. The catalyst was removed by filtration through a pad of Celite, and the filtrate evaporated to afford tert-butyl 3-aminophenyl(methyl)carbamate (20) 7 g as yellow solid (yield 91%). LC-MS (ESI): m/z (M+1) 22... Yields the product NC=1C=C(C=CC1)N(C(OC(C)(C)C)=O)C (tert-butyl 3-aminophenyl(methyl)carbamate). As a reaction SMILES: [CH3:1][N:2]([C:10]1[CH:15]=[CH:14][CH:13]=[C:12]([N+:16]([O-])=O)[CH:11]=1)[C:3](=[O:9])[O:4][C:5]([CH3:8])([CH3:7])[CH3:6]>[Pd].C1COCC1.CO>[NH2:16][C:12]1[CH:11]=[C:10]([N:2]([CH3:1])[C:3](=[O:9])[O:4][C:5]([CH3:6])([CH3:7])[CH3:8])[CH:15]=[CH:14][CH:13]=1 |f:2.3|. Yield: 90.2%. Starting materials: CN(C(OC(C)(C)C)=O)C1=CC(=CC=C1)[N+](=O)[O-] (tert-butyl methyl(3-nitrophenyl)carbamate). Conditions: time 8 hour. Reagents/catalysts: [Pd] (palladium on charcoal). Reactants: NC12CCC(CC1)(CC2)C(=O)OC2OCCCC2 (2-Tetrahydropyranyl 4-aminobicyclo[2.2.2]octane-1-carboxylate), C(C)(C)N(CC)C(C)C (diisopropylethylamine), BrCC(=O)N1[C@@H](C[C@@H](C1)F)C#N ((2S,4S)-1-(2-bromoacetyl)-4-fluoropyrrolidine-2-carbonitrile). Solvent: C(C)#N (acetonitrile), C(C)#N (acetonitrile). Conditions: time 4 hour. Product: O1C(CCCC1)OC(=O)C12CCC(CC1)(CC2)NCC(=O)N2[C@@H](C[C@@H](C2)F)C#N ((2S,4S)-1-[[N-[4-(2-tetrahydropyranyl)oxycarbonylbicyclo[2.2.2]oct-1-yl]amino]acetyl]-4-fluoropyrrolidine-2-carbonitrile). Yield: 79.6%. As a reaction SMILES: [NH2:1][C:2]12[CH2:9][CH2:8][C:5]([C:10]([O:12][CH:13]3[CH2:18][CH2:17][CH2:16][CH2:15][O:14]3)=[O:11])([CH2:6][CH2:7]1)[CH2:4][CH2:3]2.C(N(C(C)C)CC)(C)C.Br[CH2:29][C:30]([N:32]1[CH2:36][C@@H:35]([F:37])[CH2:34][C@H:33]1[C:38]#[N:39])=[O:31]>C(#N)C>[O:14]1[CH2:15][CH2:16][CH2:17][CH2:18][CH:13]1[O:12][C:10]([C:5]12[CH2:6][CH2:7][C:2]([NH:1][CH2:29][C:30]([N:32]3[CH2:36][C@@H:35]([F:37])[CH2:34][C@H:33]3[C:38]#[N:39])=[O:31])([CH2:9][CH2:8]1)[CH2:3][CH2:4]2)=[O:11]. Reported procedure: 2-Tetrahydropyranyl 4-aminobicyclo[2.2.2]octane-1-carboxylate (62.9 mg) was suspended in acetonitrile (1 mL). To this solution, diisopropylethylamine (47 μL) was added and (2S,4S)-1-(2-bromoacetyl)-4-fluoropyrrolidine-2-carbonitrile (53.1 mg) in acetonitrile (0.8 mL) was added while the mixture was chilled in an ice bath. The mixture was stirred for 4 hours and concentrated. To the resulting residue, ethyl acetate and water were added, followed by an aqueous sodium bicarbonate solution to make t... The reactants are O=C(n1ccnc1)n1ccnc1, O=C(O)c1ccc([N+](=O)[O-])c(F)c1, NNC(N)=S, CN(C)C=O. Yields the product NC(=S)NNC(=O)c1ccc([N+](=O)[O-])c(F)c1. As a reaction SMILES: [C:14]([n:15]1[cH:16][cH:17][n:18][cH:19]1)([n:20]1[cH:21][cH:22][n:23][cH:24]1)=[O:25].[F:1][c:2]1[cH:3][c:4]([C:11](=[O:12])[OH:13])[cH:5][cH:6][c:7]1[N+:8](=[O:9])[O-:10].[NH2:26][NH:27][C:28](=[S:29])[NH2:30].[O:31]=[CH:32][N:33]([CH3:34])[CH3:35]>>[F:1][c:2]1[cH:3][c:4]([C:11](=[O:13])[NH:26][NH:27][C:28](=[S:29])[NH2:30])[cH:5][cH:6][c:7]1[N+:8](=[O:9])[O-:10]. Starting materials: Cc1cccc(C)c1C(=O)O, O=C(Cl)C(=O)Cl, ClCCl. Product: Cc1cccc(C)c1C(=O)Cl. RXN SMILES: [CH3:1][c:2]1[c:3]([C:4](=[O:5])[OH:6])[c:7]([CH3:11])[cH:8][cH:9][cH:10]1.[Cl:12][C:13]([C:14]([Cl:15])=[O:16])=[O:17].[Cl:18][CH2:19][Cl:20]>>[CH3:1][c:2]1[c:3]([C:4](=[O:5])[Cl:12])[c:7]([CH3:11])[cH:8][cH:9][cH:10]1. Starting materials: BrC=1C=C2C(=[N+](C1C)[O-])N=C(N2)CCCC (6-bromo-2-butyl-5-methyl-1H-imidazo[4,5-b]pyridine-4-oxide), C(C)(=O)O (acetic acid). Conditions: temperature 120 celsius, time 1 hour. Product: BrC=1C=C2C(=NC1CO)N=C(N2)CCCC (6-bromo-2-butyl-5-hydroxymethyl-1H-imidazo[4,5-b]pyridine). Isolated yield 66.0%. RXN SMILES: [Br:1][C:2]1[CH:3]=[C:4]2[NH:12][C:11]([CH2:13][CH2:14][CH2:15][CH3:16])=[N:10][C:5]2=[N+:6]([O-])[C:7]=1[CH3:8].C(O)(=[O:19])C>>[Br:1][C:2]1[CH:3]=[C:4]2[NH:12][C:11]([CH2:13][CH2:14][CH2:15][CH3:16])=[N:10][C:5]2=[N:6][C:7]=1[CH2:8][OH:19]. Reported procedure: 8.0 g (0.02817 mole) of the compound obtained in step 5 was dissolved in 20 ml of anhydrous acetic acid. The resulting solution was stirred for 1 hour at 120° C., and evaporated under reduced pressure to remove anhydrous acetic acid. Thereafter, the residue was dissolved in a mixture of 30 ml of methanol and 40 ml of 3N LiOH. The resulting solution was refluxed for 1 hour, evaporated under reduced pressure to remove methanol, neutralized with 1N HCl and extracted with ethyl acetate(50 ml×3). The...